From a dataset of the Open Reaction Database (ORD), a public repository of structured organic reaction records. describe an organic reaction: reactants, conditions, products, and yield Starting materials: C(CCC)C1=NC=C(C(=N1)NCC1=CC=C(C=C1)C1=C(C=CC=C1)C1=NN=NN1C(C1=CC=CC=C1)(C1=CC=CC=C1)C1=CC=CC=C1)CO (2-Butyl-5-hydroxymethyl-4-{N-[(2'-[N-triphenylmethyl-tetrazol-5-yl]biphenyl-4-yl)methyl]amino}pyrimidine), C(CCC)C1=NC=C(C(=N1)NCC1=CC(=C(C=C1)C1=CC=CC=C1)C1=NN=NN1C(C1=CC=CC=C1)(C1=CC=CC=C1)C1=CC=CC=C1)CO (2-n-Butyl-5-hydroxymethyl-4-{N-[(2-[N-triphenylmethyl-tetrazol-5-yl]biphenyl-4-yl)methyl]amino}pyrimidine). The reagents and catalysts are [O-2].[O-2].[Mn+4] (manganese dioxide). The solvent is C(Cl)Cl (methylene chloride). Product: C(CCC)C1=NC=C(C(=N1)NCC1=CC=C(C=C1)C1=C(C=CC=C1)C1=NN=NN1C(C1=CC=CC=C1)(C1=CC=CC=C1)C1=CC=CC=C1)C=O (2-butyl-4-{N-[(2'-[N-triphenylmethyl-tetrazol-5-yl]biphenyl-4-yl)methyl]amino}pyrimidine-5-carboxaldehyde). Reaction SMILES: [CH2:1]([C:5]1[N:10]=[C:9]([NH:11][CH2:12][C:13]2[CH:18]=[CH:17][C:16]([C:19]3[CH:24]=[CH:23][CH:22]=[CH:21][C:20]=3[C:25]3[N:29]([C:30]([C:43]4[CH:48]=[CH:47][CH:46]=[CH:45][CH:44]=4)([C:37]4[CH:42]=[CH:41][CH:40]=[CH:39][CH:38]=4)[C:31]4[CH:36]=[CH:35][CH:34]=[CH:33][CH:32]=4)[N:28]=[N:27][N:26]=3)=[CH:15][CH:14]=2)[C:8]([CH2:49][OH:50])=[CH:7][N:6]=1)[CH2:2][CH2:3][CH3:4].C(C1N=C(NCC2C=CC(C3C=CC=CC=3)=C(C3N(C(C4C=CC=CC=4)(C4C=CC=CC=4)C4C=CC=CC=4)N=NN=3)C=2)C(CO)=CN=1)CCC>C(Cl)Cl.[O-2].[O-2].[Mn+4]>[CH2:1]([C:5]1[N:10]=[C:9]([NH:11][CH2:12][C:13]2[CH:18]=[CH:17][C:16]([C:19]3[CH:24]=[CH:23][CH:22]=[CH:21][C:20]=3[C:25]3[N:29]([C:30]([C:31]4[CH:36]=[CH:35][CH:34]=[CH:33][CH:32]=4)([C:37]4[CH:38]=[CH:39][CH:40]=[CH:41][CH:42]=4)[C:43]4[CH:44]=[CH:45][CH:46]=[CH:47][CH:48]=4)[N:28]=[N:27][N:26]=3)=[CH:15][CH:14]=2)[C:8]([CH:49]=[O:50])=[CH:7][N:6]=1)[CH2:2][CH2:3][CH3:4] |f:3.4.5|. Procedure: 2-Butyl-5-hydroxymethyl-4-{N-[(2'-[N-triphenylmethyl-tetrazol-5-yl]biphenyl-4-yl)methyl]amino}pyrimidine, the product of Example 2A, is dissolved in methylene chloride. Excess activated manganese dioxide is added and the reaction mixture is stirred at ambient temperature until the reaction is complete according to TLC analysis. The reaction mixture is then filtered and the filtrate is concentrated in vacuo to give the intermediate 2-butyl-4-{N-[(2'-[N-triphenylmethyl-tetrazol-5-yl]biphenyl-4-yl)... As a reaction SMILES: C([O:3][C:4](=[O:15])[CH:5]=[CH:6][C:7]1[CH:12]=[CH:11][C:10]([Br:13])=[C:9]([F:14])[CH:8]=1)C.[OH-].[Na+]>CO>[Br:13][C:10]1[CH:11]=[CH:12][C:7]([CH:6]=[CH:5][C:4]([OH:15])=[O:3])=[CH:8][C:9]=1[F:14] |f:1.2|. Procedure details: 10.5 g (38.6 mmol) of 3-(4-bromo-3-fluoro-phenyl)-acrylic acid ethyl ester were dissolved in 100 mL of methanol and stirred overnight with 97 mL of aqueous 1 M sodium hydroxide solution. After removal of the methanol in vacuo the residue was acidified with concentrated hydrochloric acid. The precipitate was isolated by suction and dried in vacuo at 50° C. furnishing 8.0 g of 3-(4-bromo-3-fluoro-phenyl)-acrylic acid. Solvent: CO (methanol). The yield is 84.6%. Product: BrC1=C(C=C(C=C1)C=CC(=O)O)F (3-(4-bromo-3-fluoro-phenyl)-acrylic acid). The reactants are C(C)OC(C=CC1=CC(=C(C=C1)Br)F)=O (3-(4-bromo-3-fluoro-phenyl)-acrylic acid ethyl ester), [OH-].[Na+] (sodium hydroxide). The reactants are C(CCC)C=1N(C2=C(C(=NC=3N=CC=CC23)N)N1)CC(C)C (2-butyl-1-(2-methylpropyl)-1H-imidazo[4,5-c][1,8]naphthyridin-4-amine), FC(C(=O)O)(F)F (trifluoroacetic acid), [H][H] (hydrogen). Reagents/catalysts: [Pt]=O (platinum oxide). Yields the product O.C(CCC)C=1N(C2=C(C(=NC=3NCCCC23)N)N1)CC(C)C.C(CCC)C=1N(C2=C(C(=NC=3NCCCC23)N)N1)CC(C)C (2-butyl-6,7,8,9-tetrahydro-1-(2-methylpropyl)-1H-imidazo[4,5-c][1,8]naphthyridin-4-amine hemihydrate). As a reaction SMILES: [CH2:1]([C:5]1[N:6]([CH2:19][CH:20]([CH3:22])[CH3:21])[C:7]2[C:16]3[CH:15]=[CH:14][CH:13]=[N:12][C:11]=3[N:10]=[C:9]([NH2:17])[C:8]=2[N:18]=1)[CH2:2][CH2:3][CH3:4].[H][H].FC(F)(F)C(O)=[O:28]>[Pt]=O>[OH2:28].[CH2:1]([C:5]1[N:6]([CH2:19][CH:20]([CH3:21])[CH3:22])[C:7]2[C:16]3[CH2:15][CH2:14][CH2:13][NH:12][C:11]=3[N:10]=[C:9]([NH2:17])[C:8]=2[N:18]=1)[CH2:2][CH2:3][CH3:4].[CH2:1]([C:5]1[N:6]([CH2:19][CH:20]([CH3:21])[CH3:22])[C:7]2[C:16]3[CH2:15][CH2:14][CH2:13][NH:12][C:11]=3[N:10]=[C:9]([NH2:17])[C:8]=2[N:18]=1)[CH2:2][CH2:3][CH3:4] |f:4.5.6|. Procedure: A catalytic amount of platinum oxide was added to a solution of 2-butyl-1-(2-methylpropyl)-1H-imidazo[4,5-c][1,8]naphthyridin-4-amine (2.0 g, 6.2 mmole) in trifluoroacetic acid (30 mL). The reaction mixture was reduced on a Parr apparatus under 50 psi (3.5 Kg/cm2) hydrogen pressure. The reaction mixture was filtered to remove the catalyst. The filtrate was concentrated under vacuum. The residue was combined with water, sodium bicarbonate and 10% sodium hydroxide. An oil was recovered and purifie... Reactants: C(C1=CC=CC=C1)N1CCC(CC1)C1=NN=NN1C (1-benzyl-4-(1-methyl-1H-tetrazol-5-yl)-piperidine). The reagents and catalysts are [OH-].[OH-].[Pd+2] (Pd(OH)2). The solvent is C(C)O (ethanol). Conditions: time 16 hour. Yields the product CN1N=NN=C1C1CCNCC1 (4-(1-methyl-1H-tetrazol-5-yl)-piperidine). Reaction SMILES: C([N:8]1[CH2:13][CH2:12][CH:11]([C:14]2[N:18]([CH3:19])[N:17]=[N:16][N:15]=2)[CH2:10][CH2:9]1)C1C=CC=CC=1>C(O)C.[OH-].[OH-].[Pd+2]>[CH3:19][N:18]1[C:14]([CH:11]2[CH2:12][CH2:13][NH:8][CH2:9][CH2:10]2)=[N:15][N:16]=[N:17]1 |f:2.3.4|. Procedure details: Pd(OH)2 (20% on C, 30 mg) was added to a solution of 1-benzyl-4-(1-methyl-1H-tetrazol-5-yl)-piperidine (37) (150 mg, 0.58 mmol) in 15 ml of ethanol and the mixture was hydrogenated at 4-5 bar H2 at 50° C. for 16 h. The catalyst was filtered off and the solvent was evaporated to give 38 as a colorless solid. The reactants are [O-]CC.[Na+] (sodium ethoxide), Cl (HCl), O=C1NC2=CC=C(C=C2C1)C(=O)C=1C=C(C=CC1)NC(=O)C=1N(N=C(C1)C)CC (2-Ethyl-5-methyl-2H-pyrazole-3-carboxylic acid [3-(2-oxo-2,3-dihydro-1H-indole-5-carbonyl)-phenyl]-amide), C(=O)OCC (ethyl formate). Solvent: C(C)O (ethanol), C(C)O (ethanol). Conditions: temperature 78 celsius. The product is OC=C1C(NC2=CC=C(C=C12)C(=O)C=1C=C(C=CC1)NC(=O)C=1N(N=C(C1)C)CC)=O (2-Ethyl-5-methyl-2H-pyrazole-3-carboxylic acid [3-(3-hydroxymethylene-2-oxo-2,3-dihydro-1H-indole-5-carbonyl)-phenyl]-amide). Yield: 50.9%. RXN SMILES: [O:1]=[C:2]1[CH2:10][C:9]2[C:4](=[CH:5][CH:6]=[C:7]([C:11]([C:13]3[CH:14]=[C:15]([NH:19][C:20]([C:22]4[N:23]([CH2:28][CH3:29])[N:24]=[C:25]([CH3:27])[CH:26]=4)=[O:21])[CH:16]=[CH:17][CH:18]=3)=[O:12])[CH:8]=2)[NH:3]1.[CH:30](OCC)=[O:31].[O-]CC.[Na+].Cl>C(O)C>[OH:31][CH:30]=[C:10]1[C:9]2[C:4](=[CH:5][CH:6]=[C:7]([C:11]([C:13]3[CH:14]=[C:15]([NH:19][C:20]([C:22]4[N:23]([CH2:28][CH3:29])[N:24]=[C:25]([CH3:27])[CH:26]=4)=[O:21])[CH:16]=[CH:17][CH:18]=3)=[O:12])[CH:8]=2)[NH:3][C:2]1=[O:1] |f:2.3|. Procedure: 2-Ethyl-5-methyl-2H-pyrazole-3-carboxylic acid [3-(2-oxo-2,3-dihydro-1H-indole-5-carbonyl)-phenyl]-amide (1.12 g, 2.89 mmol) and ethyl formate (0.700 mL, 8.67 mmol) were dissolved in anhydrous ethanol (5.78 mL). The resulting solution was treated in dropwise fashion with a 21 wt % solution of sodium ethoxide in ethanol (5.40 mL, 14.50 mmol). This reaction mixture was heated at 78° C. for 1 h, producing a black oil. Subsequently, the reaction mixture was cooled to room temperature, and then the r...